This data is from the Open Reaction Database (ORD), a public repository of structured organic reaction records. The task is: describe an organic reaction: reactants, conditions, products, and yield Starting materials: CN(C(=O)N1CCN(CC1)CC1=CC=2N=C(N=C(C2S1)N1CCOCC1)Cl)C (4-(2-Chloro-4-morpholin-4-yl-thieno[3,2-d]pyrimidin-6-ylmethyl)-piperazine-1-carboxylic acid dimethylamide), COC1=NC=C(C(=N1)OC)B1OC(C(O1)(C)C)(C)C (2,4-dimethoxy-5-(4,4,5,5-tetramethyl-[1,3,2]dioxaborolan-2-yl)-pyrimidine). The product is COC1=NC=C(C(=N1)OC)C=1N=C(C2=C(N1)C=C(S2)CN2CCN(CC2)C(=O)N(C)C)N2CCOCC2 (4-((2-(2,4-dimethoxypyrimidin-5-yl)-4-morpholinothieno[3,2-d]pyrimidin-6-yl)methyl)-N,N-dimethylpiperazine-1-carboxamide). RXN SMILES: [CH3:1][N:2]([CH3:28])[C:3]([N:5]1[CH2:10][CH2:9][N:8]([CH2:11][C:12]2[S:20][C:19]3[C:18]([N:21]4[CH2:26][CH2:25][O:24][CH2:23][CH2:22]4)=[N:17][C:16](Cl)=[N:15][C:14]=3[CH:13]=2)[CH2:7][CH2:6]1)=[O:4].[CH3:29][O:30][C:31]1[N:36]=[C:35]([O:37][CH3:38])[C:34](B2OC(C)(C)C(C)(C)O2)=[CH:33][N:32]=1>>[CH3:29][O:30][C:31]1[N:36]=[C:35]([O:37][CH3:38])[C:34]([C:16]2[N:17]=[C:18]([N:21]3[CH2:26][CH2:25][O:24][CH2:23][CH2:22]3)[C:19]3[S:20][C:12]([CH2:11][N:8]4[CH2:9][CH2:10][N:5]([C:3]([N:2]([CH3:28])[CH3:1])=[O:4])[CH2:6][CH2:7]4)=[CH:13][C:14]=3[N:15]=2)=[CH:33][N:32]=1. Procedure details: 4-(2-Chloro-4-morpholin-4-yl-thieno[3,2-d]pyrimidin-6-ylmethyl)-piperazine-1-carboxylic acid dimethylamide was reacted with 2,4-dimethoxy-5-(4,4,5,5-tetramethyl-[1,3,2]dioxaborolan-2-yl)-pyrimidine in General Procedure A. Purification on silica yielded 109. NMR (CDCl3): 2.48-2.51 (m, 4H, 2×CH2), 2.76 (s, 6H, 2×CH3), 3.21-3.24 (m, 4H, 2×CH2), 3.77-3.80 (m, 4H, 2×CH2), 3.93-3.96 (m, 4H, 2×CH2), 3.99 (s, 3H, CH3), 4.01 (s, 3H, CH3), 7.25 (s, H, ArH), 8.83 (s, H, ArH). MS: (ESI+): MH+=529.35